From a dataset of the Open Reaction Database (ORD), a public repository of structured organic reaction records. describe an organic reaction: reactants, conditions, products, and yield The reactants are O=C([O-])[O-], COC(=O)C(Cc1ccc(O)cc1)NC(=O)OC(C)(C)C, CC#N, CC(C)I, [K+], [K+]. Product: COC(=O)C(Cc1ccc(OC(C)C)cc1)NC(=O)OC(C)(C)C. As a reaction SMILES: [C:26](=[O:27])([O-:28])[O-:29].[C:5]([CH3:6])([CH3:7])([CH3:8])[O:9][C:10](=[O:11])[NH:12][CH:13]([C:14](=[O:15])[O:16][CH3:17])[CH2:18][c:19]1[cH:20][cH:21][c:22]([OH:25])[cH:23][cH:24]1.[CH3:32][C:33]#[N:34].[CH:1]([CH3:2])([CH3:3])[I:4].[K+:30].[K+:31]>>[CH:1]([CH3:2])([CH3:3])[O:25][c:22]1[cH:21][cH:20][c:19]([CH2:18][CH:13]([NH:12][C:10]([O:9][C:5]([CH3:6])([CH3:7])[CH3:8])=[O:11])[C:14](=[O:15])[O:16][CH3:17])[cH:24][cH:23]1. Reactants: C(C)(C)(C)OC(=O)NC(C(=O)N1C(C(N(CC1)C(C(=O)O)CC1=CC2=CC=CC=C2C=C1)=O)CC1CC1)CC1=CC=C(C=C1)F (2-{4-[2-tert-butoxycarbonylamino-3-(4-fluorophenyl)-propionyl]-3-cyclopropylmethyl-2-oxo-piperazin-1-yl}-3-naphthalen-2-yl-propionic acid), CN (methylamine), ON1N=NC2=C1C=CC=C2 (1-hydroxybenzotriazole), CN1CCOCC1 (N-methylmorpholine), CN(CCCN=C=NCC)C (1-(3-dimethylaminopropyl)-3-ethylcarbodiimide). The solvent is CN(C)C=O (DMF). Conditions: time 3 hour. The product is C(C)(C)(C)OC(NC(C(=O)N1C(C(N(CC1)C(CC1=CC2=CC=CC=C2C=C1)C(NC)=O)=O)CC1CC1)CC1=CC=C(C=C1)F)=O ([2-[2-cyclopropylmethyl-4-(1-methylcarbamoyl-2-naphthalen-2-yl-ethyl)-3-oxo-piperazin-1-yl]-1-(4-fluorobenzyl)-2-oxo-ethyl]-carbamic acid tert-butyl ester). Isolated yield 93.0%. Reaction SMILES: [C:1]([O:5][C:6]([NH:8][CH:9]([CH2:38][C:39]1[CH:44]=[CH:43][C:42]([F:45])=[CH:41][CH:40]=1)[C:10]([N:12]1[CH2:17][CH2:16][N:15]([CH:18]([CH2:22]C2C=CC3C(=CC=CC=3)C=2)[C:19]([OH:21])=O)[C:14](=[O:33])[CH:13]1[CH2:34][CH:35]1[CH2:37][CH2:36]1)=[O:11])=[O:7])([CH3:4])([CH3:3])[CH3:2].[CH3:46]N.ON1[C:53]2[CH:54]=[CH:55][CH:56]=[CH:57][C:52]=2N=N1.C[N:59]1[CH2:64]COCC1.CN(C)[CH2:67][CH2:68][CH2:69]N=C=NCC>CN(C=O)C>[C:1]([O:5][C:6](=[O:7])[NH:8][CH:9]([CH2:38][C:39]1[CH:44]=[CH:43][C:42]([F:45])=[CH:41][CH:40]=1)[C:10]([N:12]1[CH2:17][CH2:16][N:15]([CH:18]([C:19](=[O:21])[NH:59][CH3:64])[CH2:22][C:56]2[CH:55]=[CH:54][C:53]3[C:52](=[CH:46][CH:69]=[CH:68][CH:67]=3)[CH:57]=2)[C:14](=[O:33])[CH:13]1[CH2:34][CH:35]1[CH2:37][CH2:36]1)=[O:11])([CH3:3])([CH3:2])[CH3:4]. Procedure: To a solution of 2-{4-[2-tert-butoxycarbonylamino-3-(4-fluorophenyl)-propionyl]-3-cyclopropylmethyl-2-oxo-piperazin-1-yl}-3-naphthalen-2-yl-propionic acid, 16, (114 mg, 0.18 mmol)) in DMF (2 mL) are added methylamine (2M, 0.11 mL, 0.22 mmol), 1-hydroxybenzotriazole (53 mg, 0.39 mmol), N-methylmorpholine (63 mg, 0.62 mmol) and 1-(3-dimethylaminopropyl)-3-ethylcarbodiimide (41 mg, 0.21 mmol) consecutively. The reaction mixture is stirred for 3 hours, quenched with aqueous NH4Cl and extracted sever... The reactants are C(CCCCCCCCCCCCCCC)SCC(OC)COC(C1=CC=CC=C1)(C1=CC=CC=C1)C1=CC=CC=C1 ((±)-1-S-hexadecyl-2-O-methyl-3-O-tritylthioglycerol), C(CCCCCCCCCCCCCCC)SCC(O)COC(C1=CC=CC=C1)(C1=CC=CC=C1)C1=CC=CC=C1 ((±)-1-S-hexadecyl-3-O-tritylthioglycerol), CCI (CH3CH2I). Yields the product C(CCCCCCCCCCCCCCC)SCC(OCC)COC(C1=CC=CC=C1)(C1=CC=CC=C1)C1=CC=CC=C1 ((±)-1-S-hexadecyl-2-O-ethyl-3-O-tritylthioglycerol). As a reaction SMILES: [CH2:1]([S:17][CH2:18][CH:19]([CH2:22][O:23][C:24]([C:37]1[CH:42]=[CH:41][CH:40]=[CH:39][CH:38]=1)([C:31]1[CH:36]=[CH:35][CH:34]=[CH:33][CH:32]=1)[C:25]1[CH:30]=[CH:29][CH:28]=[CH:27][CH:26]=1)[O:20][CH3:21])[CH2:2][CH2:3][CH2:4][CH2:5][CH2:6][CH2:7][CH2:8][CH2:9][CH2:10][CH2:11][CH2:12][CH2:13][CH2:14][CH2:15][CH3:16].[CH2:43](SCC(COC(C1C=CC=CC=1)(C1C=CC=CC=1)C1C=CC=CC=1)O)CCCCCCCCCCCCCCC.CCI>>[CH2:1]([S:17][CH2:18][CH:19]([CH2:22][O:23][C:24]([C:37]1[CH:38]=[CH:39][CH:40]=[CH:41][CH:42]=1)([C:31]1[CH:32]=[CH:33][CH:34]=[CH:35][CH:36]=1)[C:25]1[CH:30]=[CH:29][CH:28]=[CH:27][CH:26]=1)[O:20][CH2:21][CH3:43])[CH2:2][CH2:3][CH2:4][CH2:5][CH2:6][CH2:7][CH2:8][CH2:9][CH2:10][CH2:11][CH2:12][CH2:13][CH2:14][CH2:15][CH3:16]. Procedure: This compound was prepared in an analogous manner to that of (±)-1-S-hexadecyl-2-O-methyl-3-O-tritylthioglycerol from 10.0 grams (0.02 mole) of (±)-1-S-hexadecyl-3-O-tritylthioglycerol and 3.3 grams (0.03 mole) of CH3CH2I to provide 10.0 grams of crude product as an oil. 1H-NMR (CDCl3): delta, 0.7-1.7[m, 34H, (CH2)14CH3, CH3 --CH2 --O], 2.3-2.8(m, 4H, CH2 --S--CH2), 3.5-3.9[m, 5H, OCH2 --CH3, CHCH2O], 7.1-7.5 [m, 15H, C(C6H5)3 ]. Reactants: C1COCCO1, O=N[O-], CCOC(=O)c1c(C)nc2c(ccn2Cc2ccc(F)c(F)c2)c1N, [Na+], O, O=S(=O)(O)O. The product is CCOC(=O)c1c(C)nc2c(ccn2Cc2ccc(F)c(F)c2)c1O. RXN SMILES: [CH2:35]1[O:36][CH2:37][CH2:38][O:39][CH2:40]1.[N:31]([O-:32])=[O:33].[NH2:1][c:2]1[c:3]2[c:4]([n:5][c:6]([CH3:13])[c:7]1[C:8](=[O:9])[O:10][CH2:11][CH3:12])[n:14]([CH2:17][c:18]1[cH:19][c:20]([F:25])[c:21]([F:24])[cH:22][cH:23]1)[cH:15][cH:16]2.[Na+:34].[OH2:41].[S:26]([OH:27])(=[O:28])(=[O:29])[OH:30]>>[c:2]1([OH:27])[c:3]2[c:4]([n:5][c:6]([CH3:13])[c:7]1[C:8](=[O:9])[O:10][CH2:11][CH3:12])[n:14]([CH2:17][c:18]1[cH:19][c:20]([F:25])[c:21]([F:24])[cH:22][cH:23]1)[cH:15][cH:16]2. Starting materials: C(C(C)C)NCC=1SC(=CC1)C1=CC(=CC=C1)S(=O)(=O)C (isobutyl-[5-(3-methanesulfonyl-phenyl)-thiophen-2-ylmethyl]-amine), CS(=O)(=O)Cl (methanesulfonyl chloride), C(C)(C)N(C(C)C)CC (N,N-diisopropyl ethyl amine). The solvent is ClCCl (dichloromethane). Yields the product C(C(C)C)N(S(=O)(=O)C)CC=1SC(=CC1)C1=CC(=CC=C1)S(=O)(=O)C (N-isobutyl-N-[5-(3-methanesulfonyl-phenyl)-thiophen-2-ylmethyl]-methanesulfonamide). As a reaction SMILES: [CH2:1]([NH:5][CH2:6][C:7]1[S:8][C:9]([C:12]2[CH:17]=[CH:16][CH:15]=[C:14]([S:18]([CH3:21])(=[O:20])=[O:19])[CH:13]=2)=[CH:10][CH:11]=1)[CH:2]([CH3:4])[CH3:3].[CH3:22][S:23](Cl)(=[O:25])=[O:24].C(N(CC)C(C)C)(C)C>ClCCl>[CH2:1]([N:5]([CH2:6][C:7]1[S:8][C:9]([C:12]2[CH:17]=[CH:16][CH:15]=[C:14]([S:18]([CH3:21])(=[O:20])=[O:19])[CH:13]=2)=[CH:10][CH:11]=1)[S:23]([CH3:22])(=[O:25])=[O:24])[CH:2]([CH3:4])[CH3:3]. Procedure details: In analogy to example 13, step 2, isobutyl-[5-(3-methanesulfonyl-phenyl)-thiophen-2-ylmethyl]-amine was reacted with methanesulfonyl chloride in presence of N,N-diisopropyl ethyl amine in dichloromethane to give N-isobutyl-N-[5-(3-methanesulfonyl-phenyl)-thiophen-2-ylmethyl]-methanesulfonamide as a colorless solid. MS: 419.3 ([M+NH4]+) Procedure details: To a solution of 2-chloro-N-[4-(2-pyrrolidin-1-yl-ethoxy)-phenyl]-N-{1-[4-(tetrahydro-pyran-2-yloxy)-phenyl]-ethyl}-benzenesulfonamide (0.088 g, 0.150 mmol) in absolute ethanol (4.0 mL) was added HCl (1.2N, 0.8 mL). The reaction was stirred at room temperature overnight. The reaction mixture was quenched with sat. sodium bicarbonate solution (ca. 10 mL) and extracted with methylene chloride (2×10 mL). The combined organic layers were dried (sodium sulfate), filtered and concentrated. The residue... Run at time 8 hour. Reaction SMILES: [Cl:1][C:2]1[CH:7]=[CH:6][CH:5]=[CH:4][C:3]=1[S:8]([N:11]([C:27]1[CH:32]=[CH:31][C:30]([O:33][CH2:34][CH2:35][N:36]2[CH2:40][CH2:39][CH2:38][CH2:37]2)=[CH:29][CH:28]=1)[CH:12]([C:14]1[CH:19]=[CH:18][C:17]([O:20]C2CCCCO2)=[CH:16][CH:15]=1)[CH3:13])(=[O:10])=[O:9].Cl>C(O)C>[Cl:1][C:2]1[CH:7]=[CH:6][CH:5]=[CH:4][C:3]=1[S:8]([N:11]([CH:12]([C:14]1[CH:15]=[CH:16][C:17]([OH:20])=[CH:18][CH:19]=1)[CH3:13])[C:27]1[CH:28]=[CH:29][C:30]([O:33][CH2:34][CH2:35][N:36]2[CH2:40][CH2:39][CH2:38][CH2:37]2)=[CH:31][CH:32]=1)(=[O:9])=[O:10]. The yield is 9.7%. Solvent: C(C)O (ethanol). Reactants: ClC1=C(C=CC=C1)S(=O)(=O)N(C(C)C1=CC=C(C=C1)OC1OCCCC1)C1=CC=C(C=C1)OCCN1CCCC1 (2-chloro-N-[4-(2-pyrrolidin-1-yl-ethoxy)-phenyl]-N-{1-[4-(tetrahydro-pyran-2-yloxy)-phenyl]-ethyl}-benzenesulfonamide), Cl (HCl). Yields the product ClC1=C(C=CC=C1)S(=O)(=O)N(C1=CC=C(C=C1)OCCN1CCCC1)C(C)C1=CC=C(C=C1)O (2-Chloro-N-[1-(4-hydroxy-phenyl)-ethyl]-N-[4-(2-pyrrolidin-1-yl-ethoxy)-phenyl]-benzenesulfonamide). Starting materials: Cc1cc(C(=O)Cl)no1, COc1cc(-c2nn(C3CCC(N4CCN(C)CC4)CC3)c3ncnc(N)c23)ccc1N, c1ccncc1. Product: COc1cc(-c2nn(C3CCC(N4CCN(C)CC4)CC3)c3ncnc(N)c23)ccc1NC(=O)c1cc(C)on1. RXN SMILES: [CH3:1][c:2]1[cH:3][c:4]([C:7](=[O:8])[Cl:9])[n:5][o:6]1.[NH2:10][c:11]1[c:12]([O:40][CH3:41])[cH:13][c:14](-[c:17]2[n:18][n:19]([CH:27]3[CH2:28][CH2:29][CH:30]([N:33]4[CH2:34][CH2:35][N:36]([CH3:39])[CH2:37][CH2:38]4)[CH2:31][CH2:32]3)[c:20]3[n:21][cH:22][n:23][c:24]([NH2:26])[c:25]23)[cH:15][cH:16]1.[cH:42]1[cH:43][cH:44][n:45][cH:46][cH:47]1>>[CH3:1][c:2]1[cH:3][c:4]([C:7](=[O:8])[NH:10][c:11]2[c:12]([O:40][CH3:41])[cH:13][c:14](-[c:17]3[n:18][n:19]([CH:27]4[CH2:28][CH2:29][CH:30]([N:33]5[CH2:34][CH2:35][N:36]([CH3:39])[CH2:37][CH2:38]5)[CH2:31][CH2:32]4)[c:20]4[n:21][cH:22][n:23][c:24]([NH2:26])[c:25]34)[cH:15][cH:16]2)[n:5][o:6]1. Starting materials: C(=O)(OCC)C(C(=O)OCC)CC(=O)C1=CC=C(C=C1)C1=CC=C(C=C1)Cl (Ethyl 2-carboethoxy-4[4'-(4"-chlorophenyl) phenyl]-4-oxobutanoate), [O-]CC.[Na+] (sodium ethoxide), C1(=CC=CC=C1)CCCCI (4-phenyl-1-iodobutane). Solvent: COCCOC (DME), COCCOC (DME). Conditions: time 15 minute. Product: ClC1=CC=C(C=C1)C1=CC=C(C=C1)C(CC(CCCCC1=CC=CC=C1)(C(=O)OCC)C(=O)OCC)=O (1-[4'-(4"-chlorophenyl)phenyl]-3,3-dicarboethoxy-1-oxo-7-phenylheptane). Isolated yield 56.1%. As a reaction SMILES: [C:1]([CH:6]([CH2:12][C:13]([C:15]1[CH:20]=[CH:19][C:18]([C:21]2[CH:26]=[CH:25][C:24]([Cl:27])=[CH:23][CH:22]=2)=[CH:17][CH:16]=1)=[O:14])[C:7]([O:9][CH2:10][CH3:11])=[O:8])([O:3][CH2:4][CH3:5])=[O:2].[O-]CC.[Na+].[C:32]1([CH2:38][CH2:39][CH2:40][CH2:41]I)[CH:37]=[CH:36][CH:35]=[CH:34][CH:33]=1>COCCOC>[Cl:27][C:24]1[CH:25]=[CH:26][C:21]([C:18]2[CH:17]=[CH:16][C:15]([C:13](=[O:14])[CH2:12][C:6]([C:7]([O:9][CH2:10][CH3:11])=[O:8])([C:1]([O:3][CH2:4][CH3:5])=[O:2])[CH2:41][CH2:40][CH2:39][CH2:38][C:32]3[CH:37]=[CH:36][CH:35]=[CH:34][CH:33]=3)=[CH:20][CH:19]=2)=[CH:22][CH:23]=1 |f:1.2|. Procedure: Ethyl 2-carboethoxy-4[4'-(4"-chlorophenyl) phenyl]-4-oxobutanoate (0.40 g, 1.02 mmol) was added in one portion at rt to a solution of sodium ethoxide (0.08 g, 1.12 mmol) in DME (1 mL). After 15 min, 4-phenyl-1-iodobutane (0.24 g, 0.93 mmol) in DME (3 mL) was added. The resulting solution was stirred for 18 h. The solvent was concentrated in vacuo and the resulting oil dissolved in CH2Cl2 (100 mL) and washed with water (100 mL). The phases were separated and the aqueous phase was extracted with C... Reactants: ice water, C(=O)NC1=C(C(=C(C(=C1C)CC(=C)C)O)C)C (4-Formylamino-2,3,5-trimethyl-6-(2-methyl-2-propenyl)phenol), C(C)(=O)[O-].[Na+] (sodium acetate), BrBr (Bromine). Solvent: C(C)(=O)O (acetic acid). Yields the product BrCC1(OC2=C(C1)C(=C(C(=C2C)C)NC=O)C)C (2-Bromomethyl-5-formylamino-2,4,6,7-tetramethyl-2,3-dihydrobenzofuran). The yield is 67.1%. RXN SMILES: [CH:1]([NH:3][C:4]1[C:9]([CH3:10])=[C:8]([CH2:11][C:12]([CH3:14])=[CH2:13])[C:7]([OH:15])=[C:6]([CH3:16])[C:5]=1[CH3:17])=[O:2].C([O-])(=O)C.[Na+].[Br:23]Br>C(O)(=O)C>[Br:23][CH2:13][C:12]1([CH3:14])[CH2:11][C:8]2[C:9]([CH3:10])=[C:4]([NH:3][CH:1]=[O:2])[C:5]([CH3:17])=[C:6]([CH3:16])[C:7]=2[O:15]1 |f:1.2|. Procedure details: 4-Formylamino-2,3,5-trimethyl-6-(2-methyl-2-propenyl)phenol (50 g, 0.21 mol) and sodium acetate (30.5 g, 0.37 mol) were added to acetic acid (500 ml). Bromine (16.5 ml, 0.21 mol) was added dropwise to the mixture with stirring. After the reaction mixture was stirred for 30 minutes, the mixture was poured into ice water and the product was extracted with ethyl acetate. The extract was washed with aqueous saturated sodium bicarbonate solution, dried and then concentrated. The residue was dissolved... Product: Fc1ccc(Br)cc1COCCCCN1CCCCC1. RXN SMILES: [CH2:16]1[CH2:17][CH2:18][NH:19][CH2:20][CH2:21]1.[CH2:27]([Cl:28])[Cl:29].[F:1][c:2]1[c:3]([CH2:4][O:5][CH2:6][CH2:7][CH2:8][CH2:9][Br:10])[cH:11][c:12]([Br:15])[cH:13][cH:14]1.[O:22]1[CH2:23][CH2:24][CH2:25][CH2:26]1>>[F:1][c:2]1[c:3]([CH2:4][O:5][CH2:6][CH2:7][CH2:8][CH2:9][N:19]2[CH2:18][CH2:17][CH2:16][CH2:21][CH2:20]2)[cH:11][c:12]([Br:15])[cH:13][cH:14]1. The reactants are C1CCNCC1, ClCCl, Fc1ccc(Br)cc1COCCCCBr, C1CCOC1.